From a dataset of the Open Reaction Database (ORD), a public repository of structured organic reaction records. describe an organic reaction: reactants, conditions, products, and yield Reported procedure: (3-Amino-pyrazin-2-yl)-pyridin-3-yl-methanone (1.00 g, 4.99 mmol) is dissolved in glacial acetic acid (10 ml). Na2CO3 (0.583 g, 5.49 mmol) is added. After evolution of gas has finished, a solution of bromine (0.192 ml, 3.74 mmol) in acetic acid (5 ml) is added dropwise. Na2CO3 (0.583 mg, 5.49 mmol) is added, followed by a second solution of bromine (0.192 ml, 3.74 mmol) in acetic acid (5 ml). The resulting orange suspension is left to stir for 1 hour. The reaction is quenched by pouring onto ice... Reactants: BrBr (bromine), C(=O)([O-])[O-].[Na+].[Na+] (Na2CO3), NC=1C(=NC=CN1)C(=O)C=1C=NC=CC1 ((3-Amino-pyrazin-2-yl)-pyridin-3-yl-methanone), C(=O)([O-])[O-].[Na+].[Na+] (Na2CO3), BrBr (bromine). Conditions: time 1 hour. Solvent: C(C)(=O)O (acetic acid), C(C)(=O)O (acetic acid), C(C)(=O)O (acetic acid). As a reaction SMILES: [NH2:1][C:2]1[C:3]([C:8]([C:10]2[CH:11]=[N:12][CH:13]=[CH:14][CH:15]=2)=[O:9])=[N:4][CH:5]=[CH:6][N:7]=1.C([O-])([O-])=O.[Na+].[Na+].[Br:22]Br>C(O)(=O)C>[NH2:1][C:2]1[C:3]([C:8]([C:10]2[CH:11]=[N:12][CH:13]=[CH:14][CH:15]=2)=[O:9])=[N:4][C:5]([Br:22])=[CH:6][N:7]=1 |f:1.2.3|. Yields the product NC=1C(=NC(=CN1)Br)C(=O)C=1C=NC=CC1 ((3-Amino-6-bromo-pyrazin-2-yl)-pyridin-3-yl-methanone).